From a dataset of the Open Reaction Database (ORD), a public repository of structured organic reaction records. describe an organic reaction: reactants, conditions, products, and yield Reactants: CON=C(c1ccccc1)c1ccc2c(c1)sc(=O)n2CCOc1ccc(CC(NC(=O)OC(C)(C)C)C(=O)OC)cc1, ClCCl, O=C(O)C(F)(F)F. Product: CON=C(c1ccccc1)c1ccc2c(c1)sc(=O)n2CCOc1ccc(CC(N)C(=O)OC)cc1. As a reaction SMILES: [C:1]([O:2][C:3](=[O:4])[NH:8][CH:9]([C:10](=[O:11])[O:12][CH3:13])[CH2:14][c:15]1[cH:16][cH:17][c:18]([O:21][CH2:22][CH2:23][n:24]2[c:25](=[O:43])[s:26][c:27]3[c:28]2[cH:29][cH:30][c:31]([C:33]([c:34]2[cH:35][cH:36][cH:37][cH:38][cH:39]2)=[N:40][O:41][CH3:42])[cH:32]3)[cH:19][cH:20]1)([CH3:5])([CH3:6])[CH3:7].[Cl:51][CH2:52][Cl:53].[F:44][C:45]([F:46])([F:47])[C:48]([OH:49])=[O:50]>>[NH2:8][CH:9]([C:10](=[O:11])[O:12][CH3:13])[CH2:14][c:15]1[cH:16][cH:17][c:18]([O:21][CH2:22][CH2:23][n:24]2[c:25](=[O:43])[s:26][c:27]3[c:28]2[cH:29][cH:30][c:31]([C:33]([c:34]2[cH:35][cH:36][cH:37][cH:38][cH:39]2)=[N:40][O:41][CH3:42])[cH:32]3)[cH:19][cH:20]1. Starting materials: CN(C)C=O, CC(C)Oc1cc(-n2nc(C(F)(F)F)[nH]c2=O)c(Cl)cc1Cl, [H-], CI, [Na+]. Product: CC(C)Oc1cc(-n2nc(C(F)(F)F)n(C)c2=O)c(Cl)cc1Cl. RXN SMILES: [CH3:27][N:28]([CH3:29])[CH:30]=[O:31].[Cl:3][c:4]1[c:5](-[n:15]2[n:16][c:17]([C:21]([F:22])([F:23])[F:24])[nH:18][c:19]2=[O:20])[cH:6][c:7]([O:11][CH:12]([CH3:13])[CH3:14])[c:8]([Cl:10])[cH:9]1.[H-:1].[I:25][CH3:26].[Na+:2]>>[Cl:3][c:4]1[c:5](-[n:15]2[n:16][c:17]([C:21]([F:22])([F:23])[F:24])[n:18]([CH3:26])[c:19]2=[O:20])[cH:6][c:7]([O:11][CH:12]([CH3:13])[CH3:14])[c:8]([Cl:10])[cH:9]1. The reactants are [Br-], CCOCC, COc1cccc([Mg+])c1, O=C1CCCCC1, O. Product: COc1cccc(C2(O)CCCCC2)c1. As a reaction SMILES: [Br-:1].[CH3:18][CH2:19][O:20][CH2:21][CH3:22].[CH3:2][O:3][c:4]1[cH:5][c:6]([Mg+:10])[cH:7][cH:8][cH:9]1.[O:11]=[C:12]1[CH2:13][CH2:14][CH2:15][CH2:16][CH2:17]1.[OH2:23]>>[CH3:2][O:3][c:4]1[cH:5][c:6]([C:12]2([OH:11])[CH2:13][CH2:14][CH2:15][CH2:16][CH2:17]2)[cH:7][cH:8][cH:9]1. Starting materials: Cc1ccccc1OB(O)O, CSc1nc(Cl)c2c(n1)NCCN(Cc1cc(C(F)(F)F)cc(C(F)(F)F)c1)C2=O. The product is CSc1nc2c(c(-c3ccccc3C)n1)C(=O)N(Cc1cc(C(F)(F)F)cc(C(F)(F)F)c1)CCN2. RXN SMILES: [CH3:31][c:32]1[c:33]([O:38][B:39]([OH:40])[OH:41])[cH:34][cH:35][cH:36][cH:37]1.[F:1][C:2]([c:3]1[cH:4][c:5]([CH2:6][N:7]2[CH2:8][CH2:9][NH:10][c:11]3[c:12]([c:15]([Cl:21])[n:16][c:17]([S:19][CH3:20])[n:18]3)[C:13]2=[O:14])[cH:22][c:23]([C:25]([F:26])([F:27])[F:28])[cH:24]1)([F:29])[F:30]>>[F:1][C:2]([c:3]1[cH:4][c:5]([CH2:6][N:7]2[CH2:8][CH2:9][NH:10][c:11]3[c:12]([c:15](-[c:33]4[c:32]([CH3:31])[cH:37][cH:36][cH:35][cH:34]4)[n:16][c:17]([S:19][CH3:20])[n:18]3)[C:13]2=[O:14])[cH:22][c:23]([C:25]([F:26])([F:27])[F:28])[cH:24]1)([F:29])[F:30].